Dataset: the Open Reaction Database (ORD), a public repository of structured organic reaction records. Task: describe an organic reaction: reactants, conditions, products, and yield Reactants: CN(C)C(=O)C(O)c1cncc(Br)c1, C1CCOC1, CC1(C)OB(c2cnc3c(ccn3COCC[Si](C)(C)C)c2Cl)OC1(C)C. The product is CN(C)C(=O)C(O)c1cncc(-c2cnc3c(ccn3COCC[Si](C)(C)C)c2Cl)c1. RXN SMILES: [Br:28][c:29]1[cH:30][c:31]([CH:35]([C:36](=[O:37])[N:38]([CH3:39])[CH3:40])[OH:41])[cH:32][n:33][cH:34]1.[CH2:42]1[O:43][CH2:44][CH2:45][CH2:46]1.[Cl:1][c:2]1[c:3]2[c:4]([n:5][cH:6][c:7]1[B:8]1[O:9][C:10]([CH3:11])([CH3:12])[C:13]([CH3:14])([CH3:15])[O:16]1)[n:17]([CH2:20][O:21][CH2:22][CH2:23][Si:24]([CH3:25])([CH3:26])[CH3:27])[cH:18][cH:19]2>>[Cl:1][c:2]1[c:3]2[c:4]([n:5][cH:6][c:7]1-[c:29]1[cH:30][c:31]([CH:35]([C:36](=[O:37])[N:38]([CH3:39])[CH3:40])[OH:41])[cH:32][n:33][cH:34]1)[n:17]([CH2:20][O:21][CH2:22][CH2:23][Si:24]([CH3:25])([CH3:26])[CH3:27])[cH:18][cH:19]2.